Dataset: the Open Reaction Database (ORD), a public repository of structured organic reaction records. Task: describe an organic reaction: reactants, conditions, products, and yield Starting materials: FC1=CC=C(C=C1)C(C#N)NC1=CC=C(C=C1)S(N)(=O)=O (α-(4-fluorophenyl)-α-(4-sulfamoylanilino)acetonitrile), C(=O)C=C (acrolein). RXN SMILES: [F:1][C:2]1[CH:7]=[CH:6][C:5]([CH:8]([NH:11][C:12]2[CH:17]=[CH:16][C:15]([S:18](=[O:21])(=[O:20])[NH2:19])=[CH:14][CH:13]=2)[C:9]#N)=[CH:4][CH:3]=1.[CH:22]([CH:24]=C)=O>>[F:1][C:2]1[CH:7]=[CH:6][C:5]([C:8]2[N:11]([C:12]3[CH:17]=[CH:16][C:15]([S:18](=[O:21])(=[O:20])[NH2:19])=[CH:14][CH:13]=3)[CH:22]=[CH:24][CH:9]=2)=[CH:4][CH:3]=1. Procedure: Following a procedure similar to that described in Example 1(iii), but using α-(4-fluorophenyl)-α-(4-sulfamoylanilino)acetonitrile [prepared as described in step (ii) above] and acrolein as starting materials, the title compound was obtained as a brown powder (yield 11%), melting at 198-199° C. Yields the product FC1=CC=C(C=C1)C=1N(C=CC1)C1=CC=C(C=C1)S(N)(=O)=O (2-(4-Fluorophenyl)-1-(4-sulfamoylphenyl)pyrrole), powder. The yield is 11.0%. Starting materials: ClC1=CC=C(C=O)C=C1 (4-chlorobenzaldehyde), [OH-].[K+] (KOH), Cl (HCl), CCC(CC)=O (3-pentanone). Run in O (water). Conditions: temperature 65 celsius, time 8 hour. Yields the product ClC1=CC=C(C=C1)C=C(C(CC)=O)C (1-(4-Chloro-phenyl)-2-methyl-pent-1-en-3-one). The yield is 41.3%. RXN SMILES: [Cl:1][C:2]1[CH:9]=[CH:8][C:5]([CH:6]=O)=[CH:4][CH:3]=1.[OH-].[K+].[CH3:12][CH2:13][C:14](=[O:17])[CH2:15][CH3:16].Cl>O>[Cl:1][C:2]1[CH:9]=[CH:8][C:5]([CH:6]=[C:13]([CH3:12])[C:14](=[O:17])[CH2:15][CH3:16])=[CH:4][CH:3]=1 |f:1.2|. Procedure details: To 4-chlorobenzaldehyde 46a (99.6 mmol, 14 g) in water (44 mL) was added KOH (44.6 mmol, 2.5 g). The mixture was heated at 65° C. and 3-pentanone (99.6 mmol, 8.58 g) was added dropwise over 10 min. After refluxing for 8 h, the reaction mixture was cooled to room temperature and stirred overnight. Following addition of 260 mL 1N aqueous HCl, the mixture was extracted with EtOAc. The organic layer was dried over Na2SO4 and concentrated. The crude product was purified by flash column chromatography... The reactants are CCOC(=O)Cc1ccc(Br)cc1, CNOC, ClCCl, Cl. Product: CON(C)C(=O)Cc1ccc(Br)cc1. As a reaction SMILES: [Br:6][c:7]1[cH:8][cH:9][c:10]([CH2:13][C:14]([O:16][CH2:15][CH3:17])=[O:18])[cH:11][cH:12]1.[CH3:2][NH:3][O:4][CH3:5].[Cl:19][CH2:20][Cl:21].[ClH:1]>>[CH3:2][N:3]([O:4][CH3:5])[C:14]([CH2:13][c:10]1[cH:9][cH:8][c:7]([Br:6])[cH:12][cH:11]1)=[O:16].